This data is from the Open Reaction Database (ORD), a public repository of structured organic reaction records. The task is: describe an organic reaction: reactants, conditions, products, and yield Reactants: CCCc1c(OCCCCn2nnc(CCCC(=O)OCC)n2)ccc(C(C)=O)c1O, CCO, [K+], [OH-]. Product: CCCc1c(OCCCCn2nnc(CCCC(=O)O)n2)ccc(C(C)=O)c1O. As a reaction SMILES: [C:1]([CH3:2])(=[O:3])[c:4]1[c:5]([OH:31])[c:6]([CH2:28][CH2:29][CH3:30])[c:7]([O:8][CH2:9][CH2:10][CH2:11][CH2:12][n:13]2[n:14][c:15]([CH2:18][CH2:19][CH2:20][C:21](=[O:22])[O:23][CH2:24][CH3:25])[n:16][n:17]2)[cH:26][cH:27]1.[CH3:34][CH2:35][OH:36].[K+:33].[OH-:32]>>[C:1]([CH3:2])(=[O:3])[c:4]1[c:5]([OH:31])[c:6]([CH2:28][CH2:29][CH3:30])[c:7]([O:8][CH2:9][CH2:10][CH2:11][CH2:12][n:13]2[n:14][c:15]([CH2:18][CH2:19][CH2:20][C:21](=[O:22])[OH:23])[n:16][n:17]2)[cH:26][cH:27]1. The reactants are C1(CCCC1)C1=NN=C(C(N1)=O)C(CC)NC(=O)C1CCN(CC1)C(=O)OCC1=CC=CC=C1 (benzyl 4-({[1-(3-cyclopentyl-5-oxo-4,5-dihydro-1,2,4-triazin-6-yl)propyl]amino}carbonyl)-1-piperidinecarboxylate), P(=O)(Cl)(Cl)Cl (phosphoric trichloride). Product: C1(CCCC1)C1=NN2C(C(N1)=O)=C(N=C2C2CCN(CC2)C(=O)OCC2=CC=CC=C2)CC (Benzyl 4-(2-cyclopentyl-5-ethyl-4-oxo-3,4-dihydroimidazo[5,1-f][1,2,4]triazin-7-yl)-1-piperidinecarboxylate). As a reaction SMILES: [CH:1]1([C:6]2[NH:11][C:10](=[O:12])[C:9]([CH:13]([NH:16][C:17]([CH:19]3[CH2:24][CH2:23][N:22]([C:25]([O:27][CH2:28][C:29]4[CH:34]=[CH:33][CH:32]=[CH:31][CH:30]=4)=[O:26])[CH2:21][CH2:20]3)=O)[CH2:14][CH3:15])=[N:8][N:7]=2)[CH2:5][CH2:4][CH2:3][CH2:2]1.P(Cl)(Cl)(Cl)=O>>[CH:1]1([C:6]2[NH:11][C:10](=[O:12])[C:9]3=[C:13]([CH2:14][CH3:15])[N:16]=[C:17]([CH:19]4[CH2:24][CH2:23][N:22]([C:25]([O:27][CH2:28][C:29]5[CH:34]=[CH:33][CH:32]=[CH:31][CH:30]=5)=[O:26])[CH2:21][CH2:20]4)[N:8]3[N:7]=2)[CH2:5][CH2:4][CH2:3][CH2:2]1. Procedure: In analogy to the procedure for Example 1, 500 mg (1.07 mmol) crude benzyl 4-({[1-(3-cyclopentyl-5-oxo-4,5-dihydro-1,2,4-triazin-6-yl)propyl]amino}carbonyl)-1-piperidinecarboxylate, 248 mg (1.7 mmol) phosphoric trichloride are stirred at reflux for 4 hours, proportionate amounts of the solvents are used. The product is purified by chromatography (preparative HPLC). Starting materials: ClC1=C(N=C(S1)NC=O)CSC1=CC=C(C=C1)NC=O (5-chloro-2-formylamino-4-(4-formylaminophenylthiomethyl)thiazole), Cl (hydrochloric acid), CO (methanol). Solvent: O1CCCC1 (tetrahydrofuran). Conditions: time 4 hour. Product: NC=1SC(=C(N1)CSC1=CC=C(C=C1)N)Cl (2-amino-4-(4-aminophenylthiomethyl)-5-chlorothiazole). Yield: 79.3%. Reaction SMILES: [Cl:1][C:2]1[S:6][C:5]([NH:7]C=O)=[N:4][C:3]=1[CH2:10][S:11][C:12]1[CH:17]=[CH:16][C:15]([NH:18]C=O)=[CH:14][CH:13]=1.Cl.CO>O1CCCC1>[NH2:7][C:5]1[S:6][C:2]([Cl:1])=[C:3]([CH2:10][S:11][C:12]2[CH:13]=[CH:14][C:15]([NH2:18])=[CH:16][CH:17]=2)[N:4]=1. Procedure: A solution of 5-chloro-2-formylamino-4-(4-formylaminophenylthiomethyl)thiazole (3.5 g) in a mixture of concentrated hydrochloric acid (9 ml), methanol (30 ml) and tetrahydrofuran (30 ml) was stirred at room temperature for 4 hours. The reaction mixture was concentrated under reduced pressure and the residue was dissolved in water. The solution was adjusted to pH 8 using aqueous sodium bicarbonate with stirring under ice cooling. The precipitates were collected by filtration, washed with water an... The reactants are COC=1C=C(C=CC=O)C=CC1OC (3,4-dimethoxycinnamaldehyde), S(=O)(=O)([O-])[O-].[Mg+2] (magnesium sulfate), CN (methylamine). Solvent: C1=CC=CC=C1 (benzene), C1=CC=CC=C1 (benzene). Conditions: time 8 hour. Yields the product CNCC=CC1=CC(=C(C=C1)OC)OC (N-methyl-3,4-dimethoxycinnamylamine). As a reaction SMILES: [CH3:1][O:2][C:3]1[CH:4]=[C:5]([CH:10]=[CH:11][C:12]=1[O:13][CH3:14])[CH:6]=[CH:7][CH:8]=O.S([O-])([O-])(=O)=O.[Mg+2].[CH3:21][NH2:22]>C1C=CC=CC=1>[CH3:21][NH:22][CH2:8][CH:7]=[CH:6][C:5]1[CH:10]=[CH:11][C:12]([O:13][CH3:14])=[C:3]([O:2][CH3:1])[CH:4]=1 |f:1.2|. Reported procedure: The starting material is prepared as follows: To the mixture of 19.2 g of 3,4-dimethoxycinnamaldehyde, 24 g of magnesium sulfate and 100 ml of benzene, 6.2 g of methylamine in 120 ml of benzene are added and the suspension is stirred at room temperature for 8 hours. It is filtered and the filtrate added dropwise to the solution of 3.8 g of sodium borohydride in 200 ml to anhydrous ethanol while stirring and cooling with ice. Stirring is continued over night at room temperature, the mixture coole...